This data is from the Open Reaction Database (ORD), a public repository of structured organic reaction records. The task is: describe an organic reaction: reactants, conditions, products, and yield The reactants are BrCCc1c[nH]c2ccccc12, C1CCOC1, CC(C)(C)[O-], O=S(=O)(Cl)c1c(Cl)nc2sccn12, [K+]. Product: O=S(=O)(c1c(Cl)nc2sccn12)n1cc(CCBr)c2ccccc21. As a reaction SMILES: [Br:1][CH2:2][CH2:3][c:4]1[cH:5][nH:6][c:7]2[cH:8][cH:9][cH:10][cH:11][c:12]12.[CH2:32]1[O:33][CH2:34][CH2:35][CH2:36]1.[CH3:26][C:27]([CH3:28])([O-:29])[CH3:30].[Cl:13][c:14]1[n:15][c:16]2[s:17][cH:18][cH:19][n:20]2[c:21]1[S:22](=[O:23])(=[O:24])[Cl:25].[K+:31]>>[Br:1][CH2:2][CH2:3][c:4]1[cH:5][n:6]([S:22]([c:21]2[c:14]([Cl:13])[n:15][c:16]3[s:17][cH:18][cH:19][n:20]32)(=[O:23])=[O:24])[c:7]2[cH:8][cH:9][cH:10][cH:11][c:12]12. Reactants: C(=O)(OCC1=CC=CC=C1)N1CCC(C(=O)O)CC1 (N-carbobenzoxy-isonipecotic acid), CN1CCOCC1 (4-methylmorpholine), Cl.NCC(=O)C1=CC=C(C=C1)Cl (2-amino-4'-chloroacetophenone hydrochloride), CN1CCOCC1 (NMM), ClC(=O)OCC(C)C (isobutyl chloroformate), S([O-])(O)(=O)=O.[Na+] (sodium bisulfate). Solvent: ClCCl (dichloromethane), ClCCl (dichloromethane), C(C)(=O)OCC (ethyl acetate). Conditions: time 5 minute. Yields the product C(C1=CC=CC=C1)OC(=O)N1CCC(CC1)C(NCC(=O)C1=CC=C(C=C1)Cl)=O (4-[2-(4-Chlorophenyl)-2-oxo-ethylcarbamoyl]-piperidine-1-carboxylic acid benzyl ester). Reaction SMILES: [C:1]([N:11]1[CH2:19][CH2:18][CH:14]([C:15]([OH:17])=O)[CH2:13][CH2:12]1)([O:3][CH2:4][C:5]1[CH:10]=[CH:9][CH:8]=[CH:7][CH:6]=1)=[O:2].CN1CCOCC1.ClC(OCC(C)C)=O.Cl.[NH2:36][CH2:37][C:38]([C:40]1[CH:45]=[CH:44][C:43]([Cl:46])=[CH:42][CH:41]=1)=[O:39].S(=O)(=O)(O)[O-].[Na+]>ClCCl.C(OCC)(=O)C>[CH2:4]([O:3][C:1]([N:11]1[CH2:12][CH2:13][CH:14]([C:15](=[O:17])[NH:36][CH2:37][C:38]([C:40]2[CH:45]=[CH:44][C:43]([Cl:46])=[CH:42][CH:41]=2)=[O:39])[CH2:18][CH2:19]1)=[O:2])[C:5]1[CH:6]=[CH:7][CH:8]=[CH:9][CH:10]=1 |f:3.4,5.6|. Procedure: To a stirred solution of N-carbobenzoxy-isonipecotic acid (10.49 g, 39.84 mmol) and 4-methylmorpholine (NMM) (500 mL, 45.0 mmol) in anhydrous dichloromethane (200 mL) under N2 and cooled in an -25° C. bath is added isobutyl chloroformate (5.30 mL, 40.0 mmol) dropwise. Following complete addition, the suspension is stirred for 5 min, then 2-amino-4'-chloroacetophenone hydrochloride (7.4632 g, 36.217 mmol), prepared as in Part A, is added, followed by NMM (10.10 mL, 90.94 mmol). After stirring in ...